From a dataset of the Open Reaction Database (ORD), a public repository of structured organic reaction records. describe an organic reaction: reactants, conditions, products, and yield Reactants: ClC(C1OC(C2C(C12)(C)C)=O)(Cl)Cl (4-trichloromethyl-6,6-dimethyl-2-oxo-3-oxabicyclo[3.1.0]hexane), O (water). Reagents/catalysts: [Zn] (zinc). Run in C(C)(=O)O (acetic acid), CCOCC (ether), CCOCC (ether), CCOCC (ether). Reaction conditions: time 2 hour. The product is ClC(=C[C@H]1C([C@H]1C(=O)O)(C)C)Cl (cis-3-(2,2-dichlorovinyl)-2,2-dimethylcyclopropanecarboxylic acid). Yield: 96.9%. Reaction SMILES: [Cl:1][C:2](Cl)([Cl:12])[CH:3]1[CH:8]2[CH:6]([C:7]2([CH3:10])[CH3:9])[C:5](=[O:11])[O:4]1.O>C(O)(=O)C.CCOCC.[Zn]>[Cl:1][C:2]([Cl:12])=[CH:3][C@@H:8]1[C@H:6]([C:5]([OH:11])=[O:4])[C:7]1([CH3:9])[CH3:10]. Procedure details: To a suspension of zinc powder (0.52 g, 0.008 mole) in 0.6 ml of acetic acid and 3 ml of ether was added dropwise over a period of 15 minutes a solution of 4-trichloromethyl-6,6-dimethyl-2-oxo-3-oxabicyclo[3.1.0]hexane (0.487 g, 0.002 mole) in 3 ml of ether. The mixture was stirred for two hours at room temperature, 30 ml of ether and 5 ml of water were added, and the mixture was then filtered through Celite filter aid. The organic layer was separated, washed twice with saturated aqueous sodium ... The reactants are C1CCOC1, COC(=O)Cl, NC1(C(=O)O)CCCCC1, [Na+], [OH-], O. Product: COC(=O)NC1(C(=O)O)CCCCC1. Reaction SMILES: [CH2:18]1[O:19][CH2:20][CH2:21][CH2:22]1.[Cl:11][C:12](=[O:13])[O:14][CH3:15].[NH2:1][C:2]1([C:8](=[O:9])[OH:10])[CH2:3][CH2:4][CH2:5][CH2:6][CH2:7]1.[Na+:17].[OH-:16].[OH2:23]>>[NH:1]([C:2]1([C:8](=[O:9])[OH:10])[CH2:3][CH2:4][CH2:5][CH2:6][CH2:7]1)[C:12](=[O:13])[O:14][CH3:15]. The reactants are NCCN1CCC(CC1)CNC(C1=CC(=CC(=C1)C(F)(F)F)C(F)(F)F)=O (N-((1-(2-aminoethyl)piperidin-4-yl)methyl)-3,5-bis(trifluoromethyl)benzamide), C(C)(C)(C)N=C=O (t-butyl isocyanate), CO (MeOH). Solvent: C(Cl)Cl (CH2Cl2). Reaction conditions: time 8 hour. Product: C(C)(C)(C)NC(NCCN1CCC(CC1)CNC(C1=CC(=CC(=C1)C(F)(F)F)C(F)(F)F)=O)=O (N-((1-(2-(3-tert-butylureido)ethyl)piperidin-4-yl)methyl)-3,5-bis(trifluoromethyl)benzamide). As a reaction SMILES: [NH2:1][CH2:2][CH2:3][N:4]1[CH2:9][CH2:8][CH:7]([CH2:10][NH:11][C:12](=[O:27])[C:13]2[CH:18]=[C:17]([C:19]([F:22])([F:21])[F:20])[CH:16]=[C:15]([C:23]([F:26])([F:25])[F:24])[CH:14]=2)[CH2:6][CH2:5]1.[C:28]([N:32]=[C:33]=[O:34])([CH3:31])([CH3:30])[CH3:29].CO>C(Cl)Cl>[C:28]([NH:32][C:33](=[O:34])[NH:1][CH2:2][CH2:3][N:4]1[CH2:5][CH2:6][CH:7]([CH2:10][NH:11][C:12](=[O:27])[C:13]2[CH:18]=[C:17]([C:19]([F:21])([F:22])[F:20])[CH:16]=[C:15]([C:23]([F:24])([F:25])[F:26])[CH:14]=2)[CH2:8][CH2:9]1)([CH3:31])([CH3:30])[CH3:29]. Procedure: A solution of N-((1-(2-aminoethyl)piperidin-4-yl)methyl)-3,5-bis(trifluoromethyl)benzamide (25 mg, 0.063 mmol) in CH2Cl2 (1.5 mL) was treated with t-butyl isocyanate (30 mg, 0.13 mmol). The mixture was stirred overnight, treated with MeOH (1 mL). The solvent was removed in vacuo. The residue was purified by HiTOPs. Reactants: COC(=O)c1cc(Br)c(Oc2ccc(OC)c(C(C)C)c2)c(Br)c1, C1CCOC1, Cl. Product: COc1ccc(Oc2c(Br)cc(CO)cc2Br)cc1C(C)C. RXN SMILES: [Br:1][c:2]1[cH:3][c:4]([C:5](=[O:6])[O:7][CH3:8])[cH:9][c:10]([Br:24])[c:11]1[O:12][c:13]1[cH:14][c:15]([CH:21]([CH3:22])[CH3:23])[c:16]([O:19][CH3:20])[cH:17][cH:18]1.[CH2:26]1[O:27][CH2:28][CH2:29][CH2:30]1.[ClH:25]>>[Br:1][c:2]1[cH:3][c:4]([CH2:5][OH:6])[cH:9][c:10]([Br:24])[c:11]1[O:12][c:13]1[cH:14][c:15]([CH:21]([CH3:22])[CH3:23])[c:16]([O:19][CH3:20])[cH:17][cH:18]1. Reactants: C(CCC)[Li] (n-Butyllithium), C(C)OC(C)N1C(=NC(=C1C1=CC=CC=C1)C1=CC=CC=C1)C (1-(1-ethoxyethyl)-2-methyl-4,5-diphenyl-1H-imidazole), [F-].C(CCC)[N+](CCCC)(CCCC)CCCC (tetra-n-butylammonium fluoride), BrCC=1C=C(O[Si](C(C)(C)C)(C)C)C=CC1 ([3-(bromomethyl)-phenoxy]dimethyl(1,1-dimethylethyl)silane). Run in CCCCCC (hexane), C1CCOC1 (THF), C1CCOC1 (THF). Reaction conditions: temperature -78 celsius, time 45 minute. Yields the product C(C)OC(C)N1C(=NC(=C1C1=CC=CC=C1)C1=CC=CC=C1)CCC=1C=C(C=CC1)O (3-[2-[1-(1-ethoxyethyl)-4,5-diphenyl-1H-imidazol-2-yl]ethyl]-phenol). Yield: 39.0%. RXN SMILES: C([Li])CCC.[CH2:6]([O:8][CH:9]([N:11]1[C:15]([C:16]2[CH:21]=[CH:20][CH:19]=[CH:18][CH:17]=2)=[C:14]([C:22]2[CH:27]=[CH:26][CH:25]=[CH:24][CH:23]=2)[N:13]=[C:12]1[CH3:28])[CH3:10])[CH3:7].Br[CH2:30][C:31]1[CH:32]=[C:33]([CH:42]=[CH:43][CH:44]=1)[O:34][Si](C)(C)C(C)(C)C.[F-].C([N+](CCCC)(CCCC)CCCC)CCC>CCCCCC.C1COCC1>[CH2:6]([O:8][CH:9]([N:11]1[C:15]([C:16]2[CH:17]=[CH:18][CH:19]=[CH:20][CH:21]=2)=[C:14]([C:22]2[CH:27]=[CH:26][CH:25]=[CH:24][CH:23]=2)[N:13]=[C:12]1[CH2:28][CH2:30][C:31]1[CH:32]=[C:33]([OH:34])[CH:42]=[CH:43][CH:44]=1)[CH3:10])[CH3:7] |f:3.4|. Reported procedure: n-Butyllithium (3.89 g, 61mmol) in hexane (24.31 mL) was added dropwise to a stirred solution of 1-(1-ethoxyethyl)-2-methyl-4,5-diphenyl-1H-imidazole (l5.50 g, 51 mmol) in dry THF (300 mL) maintained at -78° C. under an atmosphere of nitrogen. The mixture was stirred for 45 minutes and [3-(bromomethyl)-phenoxy]dimethyl(1,1-dimethylethyl)silane (l6.77 g, 50 mmol) added dropwise. After 10 minutes, the mixture was poured onto water, extracted with CH2Cl2, the extracts combined and dried over sodium... Starting materials: C(C)(=O)C1=CC(=C(OCC2(CC2)NC(=O)OCC2=CC=CC=C2)C=C1[N+](=O)[O-])OC (1-[(4-acetyl-2-methoxy-5-nitrophenoxy)methyl]-N-benzyloxycarbonyl-1-aminocyclopropane), COC(N(C)C)OC (N,N-dimethylformamide dimethylacetal). Solvent: CN(C)C=O (DMF), O (water). Run at temperature 100 celsius, time 2 hour. Yields the product CN(C=CC(=O)C1=CC(=C(OCC2(CC2)NC(=O)OCC2=CC=CC=C2)C=C1[N+](=O)[O-])OC)C (1-[(4-(3-dimethylaminopropenoyl)-2-methoxy-5-nitrophenoxy)methyl]-N-benzyloxycarbonyl-1-aminocyclopropane). Yield: 98.7%. Reaction SMILES: [C:1]([C:4]1[C:25]([N+:26]([O-:28])=[O:27])=[CH:24][C:7]([O:8][CH2:9][C:10]2([NH:13][C:14]([O:16][CH2:17][C:18]3[CH:23]=[CH:22][CH:21]=[CH:20][CH:19]=3)=[O:15])[CH2:12][CH2:11]2)=[C:6]([O:29][CH3:30])[CH:5]=1)(=[O:3])[CH3:2].CO[CH:33](OC)[N:34]([CH3:36])[CH3:35]>CN(C=O)C.O>[CH3:33][N:34]([CH3:36])[CH:35]=[CH:2][C:1]([C:4]1[C:25]([N+:26]([O-:28])=[O:27])=[CH:24][C:7]([O:8][CH2:9][C:10]2([NH:13][C:14]([O:16][CH2:17][C:18]3[CH:19]=[CH:20][CH:21]=[CH:22][CH:23]=3)=[O:15])[CH2:12][CH2:11]2)=[C:6]([O:29][CH3:30])[CH:5]=1)=[O:3]. Procedure: A mixture of the compound of Example 2 (1.7 g, 4.1 mmol) and N,N-dimethylformamide dimethylacetal (0.9 g, 8.2 mmol) in DMF (6 mL) was stirred at 100° C. for 2 h. After cooling at room temperature, the reaction mixture was diluted with water (30 mL) and extracted with AcOEt (3×50 mL). The combined organic phases were washed with brine (2×50 mL), dried and evaporated to give 1-[(4-(3-dimethylaminopropenoyl)-2-methoxy-5-nitrophenoxy)methyl]-N-benzyloxycarbonyl-1-aminocyclopropane (1.9 g, yield: 95%... Starting materials: ClC=1C(=NC=C(C1)Cl)C(C(C)NC(C1=C(C=CC=C1)C(F)(F)F)=O)=NOC (N-[2-(3,5-dichloropyridin-2-yl)-2-methoxyimino-1-methylethyl]-2-(trifluoromethyl)benzamide), quartz. Run in C(C)#N (acetonitrile). Yields the product ClC=1C(=NC=C(C1)Cl)\C(\C(C)NC(C1=C(C=CC=C1)C(F)(F)F)=O)=N/OC ((Z)—N-[2-(3,5-dichloropyridin-2-yl)-2-methoxyimino-1-methylethyl]-2-(trifluoromethyl)benzamide). The yield is 20.6%. Reaction SMILES: [Cl:1][C:2]1[C:3]([C:9](=[N:25][O:26][CH3:27])[CH:10]([NH:12][C:13](=[O:24])[C:14]2[CH:19]=[CH:18][CH:17]=[CH:16][C:15]=2[C:20]([F:23])([F:22])[F:21])[CH3:11])=[N:4][CH:5]=[C:6]([Cl:8])[CH:7]=1>C(#N)C>[Cl:1][C:2]1[C:3](/[C:9](=[N:25]\[O:26][CH3:27])/[CH:10]([NH:12][C:13](=[O:24])[C:14]2[CH:19]=[CH:18][CH:17]=[CH:16][C:15]=2[C:20]([F:22])([F:21])[F:23])[CH3:11])=[N:4][CH:5]=[C:6]([Cl:8])[CH:7]=1. Reported procedure: 160 mg of N-[2-(3,5-dichloropyridin-2-yl)-2-methoxyimino-1-methylethyl]-2-(trifluoromethyl)benzamide in 4 ml of acetonitrile was irradiated with light for 12 hours in a quartz cell (manufactured by Fine, 4 clear windows for spectroscopy) using a 100 W high-pressure mercury lamp (manufactured by USHIO INC., lamp: UM-102, power supply: UM-103B-B). After completion of the reaction, the solvent was evaporated under reduced pressure, and the precipitated solid was washed with 5 ml of diisopropyl ethe...